From a dataset of the Open Reaction Database (ORD), a public repository of structured organic reaction records. describe an organic reaction: reactants, conditions, products, and yield Starting materials: ClCC(=O)NCC1=C(C=C(C=C1)OC(F)(F)F)O (2-Chloro-N-(2-hydroxy-4-trifluoromethoxy-benzyl)-acetamide). Solvent: C(C)O (ethanol), Cl (HCl). Product: NCC1=C(C=C(C=C1)OC(F)(F)F)O (2-Aminomethyl-5-trifluoromethoxy-phenol). The yield is 95.3%. Reaction SMILES: ClCC([NH:5][CH2:6][C:7]1[CH:12]=[CH:11][C:10]([O:13][C:14]([F:17])([F:16])[F:15])=[CH:9][C:8]=1[OH:18])=O>C(O)C.Cl>[NH2:5][CH2:6][C:7]1[CH:12]=[CH:11][C:10]([O:13][C:14]([F:16])([F:17])[F:15])=[CH:9][C:8]=1[OH:18]. Procedure: 2-Chloro-N-(2-hydroxy-4-trifluoromethoxy-benzyl)-acetamide (9.9 g, 37.4 mmol) was dissolved in a mixture of ethanol (100 mL)/aqueous HCl (12 M, 50 mL). The mixture was refluxed for ˜6 hours. The solvent was removed by rotary evaporation and the residue was azeotropically dried by dissolution in ethyl acetate followed by rotary evaporation (6×150 mL). The resulting solid was suspended in ethyl acetate (100 mL), collected by filtration and dried at 65° C. in a vacuum oven overnight. Recovery: 8.68... The reactants are FC(C1=CC(=NC=C1)COCC(=O)N1C[C@H](CC1)NC(OC(C)(C)C)=O)(F)F (tert-butyl [(3S)-1-({[4-(trifluoromethyl)pyridin-2-yl]methoxy}acetyl)pyrrolidin-3-yl]carbamate), solution, Cl (HCl). The solvent is CO (methanol), O1CCOCC1 (1,4-dioxane). Run at time 0.5 hour. Yields the product FC(C1=CC(=NC=C1)COCC(=O)N1CC(CC1)N)(F)F (1-({[4-(Trifluoromethyl)pyridin-2-yl]methoxy}acetyl)pyrrolidin-3amine). RXN SMILES: [F:1][C:2]([F:28])([F:27])[C:3]1[CH:8]=[CH:7][N:6]=[C:5]([CH2:9][O:10][CH2:11][C:12]([N:14]2[CH2:18][CH2:17][C@H:16]([NH:19]C(=O)OC(C)(C)C)[CH2:15]2)=[O:13])[CH:4]=1.Cl>CO.O1CCOCC1>[F:28][C:2]([F:1])([F:27])[C:3]1[CH:8]=[CH:7][N:6]=[C:5]([CH2:9][O:10][CH2:11][C:12]([N:14]2[CH2:18][CH2:17][CH:16]([NH2:19])[CH2:15]2)=[O:13])[CH:4]=1. Reported procedure: To a solution of tert-butyl [(3S)-1-({[4-(trifluoromethyl)pyridin-2-yl]methoxy}acetyl)pyrrolidin-3-yl]carbamate (300 mg, 0.74 mmol) in methanol (3 mL) was added a 4.0 M solution of HCl in 1,4-dioxane (6 mL). After being stirred for 0.5 h at room temperature, the solution was concentrated under vacuum to give the title compound. MS (M+H) 304.2. Starting materials: COC1=CC=C(C=C1)C1=C(SC=C1)C1(C2=CC=CC=C2C=2C=CC=CC12)O (9-[3-(4-methoxyphenyl)thien-2-yl]-9H-fluoren-9-ol), COC([C@@H](NC(=O)OCC1C2=CC=CC=C2C=2C=CC=CC12)[C@H](O)C)=O (Nα -(9-fluorenylmethoxycarbonyl)-L-threonine methyl ester), OS(=O)(=O)O (H2SO4). The reagents and catalysts are FC(C(=O)O)(F)F (trifluoroacetic acid). The product is COC1=CC=C(C=C1)C1=C(SC=C1)C1(C2=CC=CC=C2C=2C=CC=CC12)O[C@@H]([C@H](N)C(=O)O)C (O-{9-[3-(4-Methoxyphenyl)thien-2-yl]-9H-fluoren-9-yl}-L-threonine). RXN SMILES: [CH3:1][O:2][C:3]1[CH:8]=[CH:7][C:6]([C:9]2[CH:13]=[CH:12][S:11][C:10]=2[C:14]2([OH:27])[C:26]3[CH:25]=[CH:24][CH:23]=[CH:22][C:21]=3[C:20]3[C:15]2=[CH:16][CH:17]=[CH:18][CH:19]=3)=[CH:5][CH:4]=1.C[O:29][C:30](=[O:53])[C@H:31]([C@@H:50]([CH3:52])O)[NH:32]C(OCC1C2C=CC=CC=2C2C1=CC=CC=2)=O.OS(O)(=O)=O>FC(F)(F)C(O)=O>[CH3:1][O:2][C:3]1[CH:4]=[CH:5][C:6]([C:9]2[CH:13]=[CH:12][S:11][C:10]=2[C:14]2([O:27][C@H:50]([CH3:52])[C@@H:31]([C:30]([OH:53])=[O:29])[NH2:32])[C:26]3[CH:25]=[CH:24][CH:23]=[CH:22][C:21]=3[C:20]3[C:15]2=[CH:16][CH:17]=[CH:18][CH:19]=3)=[CH:7][CH:8]=1. Reported procedure: from 9-[3-(4-methoxyphenyl)thien-2-yl]-9H-fluoren-9-ol (Example 3w) and Nα -(9-fluorenylmethoxycarbonyl)-L-threonine methyl ester following method A, using trifluoroacetic acid as catalyst in place of H2SO4 ; Reactants: C1CCOC1, COC(=O)c1ccc(NC(=O)c2cc(CN(C)S(=O)(=O)c3ccc(C)cc3)cc(OC(C)C)c2)nc1, [Na+], [OH-]. The product is Cc1ccc(S(=O)(=O)N(C)Cc2cc(OC(C)C)cc(C(=O)Nc3ccc(C(=O)O)cn3)c2)cc1. As a reaction SMILES: [CH2:3]1[O:4][CH2:5][CH2:6][CH2:7]1.[CH:8]([CH3:9])([CH3:10])[O:11][c:12]1[cH:13][c:14]([C:15](=[O:16])[NH:17][c:18]2[n:19][cH:20][c:21]([C:24](=[O:25])[O:26][CH3:27])[cH:22][cH:23]2)[cH:28][c:29]([CH2:31][N:32]([CH3:33])[S:34](=[O:35])(=[O:36])[c:37]2[cH:38][cH:39][c:40]([CH3:43])[cH:41][cH:42]2)[cH:30]1.[Na+:2].[OH-:1]>>[CH:8]([CH3:9])([CH3:10])[O:11][c:12]1[cH:13][c:14]([C:15](=[O:16])[NH:17][c:18]2[n:19][cH:20][c:21]([C:24](=[O:25])[OH:26])[cH:22][cH:23]2)[cH:28][c:29]([CH2:31][N:32]([CH3:33])[S:34](=[O:35])(=[O:36])[c:37]2[cH:38][cH:39][c:40]([CH3:43])[cH:41][cH:42]2)[cH:30]1. Starting materials: C(C)OC(CNC(C1=CC=C(C=C1)C1=NOC(=N1)C=1SC(=C(C1)C)CN(CC)CC)=O)=O ({4-[5-(5-diethylaminomethyl-4-methyl-thiophen-2-yl)-[1,2,4]oxadiazol-3-yl]-benzoylamino}-acetic acid ethyl ester), Cl (HCl). Run in [Li+].[OH-] (LiOH), CO (methanol). Yields the product C(C)N(CC)CC1=C(C=C(S1)C1=NC(=NO1)C1=CC=C(C(=O)NCC(=O)O)C=C1)C ({4-[5-(5-Diethylaminomethyl-4-methyl-thiophen-2-yl)-[1,2,4]oxadiazol-3-yl]-benzoylamino}-acetic acid). Isolated yield 30.4%. RXN SMILES: C([O:3][C:4](=[O:32])[CH2:5][NH:6][C:7](=[O:31])[C:8]1[CH:13]=[CH:12][C:11]([C:14]2[N:18]=[C:17]([C:19]3[S:20][C:21]([CH2:25][N:26]([CH2:29][CH3:30])[CH2:27][CH3:28])=[C:22]([CH3:24])[CH:23]=3)[O:16][N:15]=2)=[CH:10][CH:9]=1)C.Cl>[Li+].[OH-].CO>[CH2:27]([N:26]([CH2:25][C:21]1[S:20][C:19]([C:17]2[O:16][N:15]=[C:14]([C:11]3[CH:12]=[CH:13][C:8]([C:7]([NH:6][CH2:5][C:4]([OH:32])=[O:3])=[O:31])=[CH:9][CH:10]=3)[N:18]=2)=[CH:23][C:22]=1[CH3:24])[CH2:29][CH3:30])[CH3:28] |f:2.3|. Procedure details: A solution of {4-[5-(5-diethylaminomethyl-4-methyl-thiophen-2-yl)-[1,2,4]oxadiazol-3-yl]-benzoylamino}-acetic acid ethyl ester (105 mg, 230 μmol) in 2 M LiOH in methanol (10 mL) is stirred at rt for 20 h. The mixture is acidified by adding aq. HCl before it is extracted twice with EA. The aq. solution is neutralised by adding sat. aq. NaHCO3 solution and concentrated. The remaining solid is suspended in methanol, filtered and the filtrate is concentrated. The remaining residue is again suspended... Starting materials: OCc1ccnc(Br)c1, O=C([O-])[O-], CC#N, [Cs+], [Cs+], c1cn[nH]c1. Yields the product OCc1ccnc(-n2cccn2)c1. Reaction SMILES: [Br:1][c:2]1[n:3][cH:4][cH:5][c:6]([CH2:8][OH:9])[cH:7]1.[C:15](=[O:16])([O-:17])[O-:18].[CH3:21][C:22]#[N:23].[Cs+:19].[Cs+:20].[nH:10]1[n:11][cH:12][cH:13][cH:14]1>>[c:2]1(-[n:10]2[n:11][cH:12][cH:13][cH:14]2)[n:3][cH:4][cH:5][c:6]([CH2:8][OH:9])[cH:7]1. Starting materials: CCOC(=O)c1c(-c2ccc(OCc3ccccc3)cc2)c(C#N)c(C(F)(F)F)n1C, C1CCOC1, CCO, [H][H]. The product is CCOC(=O)c1c(-c2ccc(O)cc2)c(C#N)c(C(F)(F)F)n1C. As a reaction SMILES: [C:1](#[N:2])[c:3]1[c:4](-[c:18]2[cH:19][cH:20][c:21]([O:24][CH2:25][c:26]3[cH:27][cH:28][cH:29][cH:30][cH:31]3)[cH:22][cH:23]2)[c:5]([C:13](=[O:14])[O:15][CH2:16][CH3:17])[n:6]([CH3:12])[c:7]1[C:8]([F:9])([F:10])[F:11].[CH2:37]1[O:38][CH2:39][CH2:40][CH2:41]1.[CH3:34][CH2:35][OH:36].[H:32][H:33]>>[C:1](#[N:2])[c:3]1[c:4](-[c:18]2[cH:19][cH:20][c:21]([OH:24])[cH:22][cH:23]2)[c:5]([C:13](=[O:14])[O:15][CH2:16][CH3:17])[n:6]([CH3:12])[c:7]1[C:8]([F:9])([F:10])[F:11]. Starting materials: O=C([O-])[O-], Clc1ccnc(Cl)n1, [K+], [K+], O, c1ccc(CN2CCNCC2)cc1. Product: Clc1nccc(N2CCN(Cc3ccccc3)CC2)n1. As a reaction SMILES: [C:22](=[O:23])([O-:24])[O-:25].[Cl:1][c:2]1[n:3][cH:4][cH:5][c:6]([Cl:8])[n:7]1.[K+:26].[K+:27].[OH2:28].[c:9]1([CH2:15][N:16]2[CH2:17][CH2:18][NH:19][CH2:20][CH2:21]2)[cH:10][cH:11][cH:12][cH:13][cH:14]1>>[Cl:1][c:2]1[n:3][cH:4][cH:5][c:6]([N:19]2[CH2:18][CH2:17][N:16]([CH2:15][c:9]3[cH:10][cH:11][cH:12][cH:13][cH:14]3)[CH2:21][CH2:20]2)[n:7]1. Procedure: 3,4-Dibromohexahydrophthalimide (0.10 mole), benzene (300 ml) and pyridine (0.11 mole) are charged into a glass reaction vessel equipped with a mechanical stirrer, thermometer and reflux condenser. 2,4-Dibromobenzoyl chloride (0.10 mole) is then added dropwise to the flask with stirring at room temperature. After the addition is completed the reaction mixture is heated at reflux with continued stirring for a period of about 1 hour. After this time the reaction mixture is filtered and the filtrat... Reaction SMILES: [Br:1][CH:2]1[CH:12]([Br:13])[CH2:11][CH2:10][CH:4]2[C:5]([NH:7][C:8](=[O:9])[CH:3]12)=[O:6].N1C=CC=CC=1.[Br:20][C:21]1[CH:29]=[C:28]([Br:30])[CH:27]=[CH:26][C:22]=1[C:23](Cl)=[O:24]>C1C=CC=CC=1>[Br:20][C:21]1[CH:29]=[C:28]([Br:30])[CH:27]=[CH:26][C:22]=1[C:23]([N:7]1[C:8](=[O:9])[CH:3]2[CH:2]([Br:1])[CH:12]([Br:13])[CH2:11][CH2:10][CH:4]2[C:5]1=[O:6])=[O:24]. The product is BrC1=C(C(=O)N2C(C3C(C2=O)C(C(CC3)Br)Br)=O)C=CC(=C1)Br (N-(2,4-dibromobenzoyl)-3,4-dibromohexahydrophthalimide). Solvent: C1=CC=CC=C1 (benzene). Starting materials: BrC1C2C(C(=O)NC2=O)CCC1Br (3,4-Dibromohexahydrophthalimide), N1=CC=CC=C1 (pyridine), BrC1=C(C(=O)Cl)C=CC(=C1)Br (2,4-Dibromobenzoyl chloride). The reactants are Cl.BrC1=C(CN)C=CC=C1 (2-bromobenzylamine hydrochloride), C([O-])(O)=O.[Na+] (sodium bicarbonate). Solvent: O (water), C(C)(=O)OCC (ethyl acetate). Reaction conditions: time 16 hour. The product is C(C)(C)(C)OC(NCC1=C(C=CC=C1)Br)=O (2-bromobenzyl-carbamic acid tert-butyl ester). Yield: 95.0%. Reaction SMILES: Cl.[Br:2][C:3]1[CH:10]=[CH:9][CH:8]=[CH:7][C:4]=1[CH2:5][NH2:6].[C:11](=[O:14])(O)[O-:12].[Na+]>C(OCC)(=O)C.O>[C:4]([O:12][C:11](=[O:14])[NH:6][CH2:5][C:4]1[CH:7]=[CH:8][CH:9]=[CH:10][C:3]=1[Br:2])([CH3:7])([CH3:5])[CH3:3] |f:0.1,2.3|. Procedure details: To a solution of 2-bromobenzylamine hydrochloride (5.00 g) and di-tert-butoxycarbonyl (5.39 g) in ethyl acetate (30 ml) was added saturated sodium bicarbonate solution (30 ml), and stirred at room temperature for 16 hours. The obtained reaction mixture was diluted with water, and extracted with ethyl acetate. The organic layer was washed with saturated brine, dried with magnesium sulfate, and the solvent was distilled off under reduced pressure. The residue was purified by silica gel chromatogra...